This data is from the Open Reaction Database (ORD), a public repository of structured organic reaction records. The task is: describe an organic reaction: reactants, conditions, products, and yield The reactants are NC1=C(C(=O)O)C=CC=C1C (2-amino-3-methylbenzoic acid), OC1CCN(CC1)C(=O)OC(C)(C)C (tert-butyl 4-hydroxytetrahydro-1(2H)-pyridinecarboxylate), C(C)OC1(CC1)O[Si](C)(C)C ([(1-ethoxycyclopropyl)oxy](trimethyl)silane), C(C)N (ethylamine), OC1=CC=C(C=O)C=C1 (4-hydroxybenzaldehyde). Reaction SMILES: [NH2:1][C:2]1[C:10]([CH3:11])=[CH:9][CH:8]=[CH:7][C:3]=1[C:4]([OH:6])=O.[CH2:12]([NH2:14])[CH3:13].[OH:15][C:16]1[CH:23]=[CH:22][C:19]([CH:20]=O)=[CH:18][CH:17]=1.O[CH:25]1[CH2:30][CH2:29][N:28]([C:31](OC(C)(C)C)=O)[CH2:27][CH2:26]1.[CH2:38](OC1(O[Si](C)(C)C)CC1)[CH3:39]>>[CH:31]1([N:28]2[CH2:27][CH2:26][CH:25]([O:15][C:16]3[CH:23]=[CH:22][C:19]([C:20]4[N:14]([CH2:12][CH3:13])[C:4](=[O:6])[C:3]5[C:2](=[C:10]([CH3:11])[CH:9]=[CH:8][CH:7]=5)[N:1]=4)=[CH:18][CH:17]=3)[CH2:30][CH2:29]2)[CH2:39][CH2:38]1. Yields the product C1(CC1)N1CCC(CC1)OC1=CC=C(C=C1)C1=NC2=C(C=CC=C2C(N1CC)=O)C (2-{4-[{1-Cyclopropylpiperidin-4-yl)oxy]phenyl}-3-ethyl-8-methylquinazolin-4(3H)-one). Reported procedure: The entitled compound was obtained according to the method of Example 85 but using 2-amino-3-methylbenzoic acid, ethylamine, 4-hydroxybenzaldehyde, tert-butyl 4-hydroxytetrahydro-1(2H)-pyridinecarboxylate, and [(1-ethoxycyclopropyl)oxy](trimethyl)silane.